From a dataset of the Open Reaction Database (ORD), a public repository of structured organic reaction records. describe an organic reaction: reactants, conditions, products, and yield Reactants: COC(=O)C1C(n2c(-c3ccccc3)c(-c3ccccc3)oc2=O)C(=O)N1Cc1ccc(OC)cc1OC, [K+], [K+], [Na+], [Na+], O=P([O-])([O-])O, O=S(=O)([O-])OOS(=O)(=O)[O-]. Product: COC(=O)C1NC(=O)C1n1c(-c2ccccc2)c(-c2ccccc2)oc1=O. Reaction SMILES: [CH3:1][O:2][c:3]1[cH:4][c:5]([O:33][CH3:34])[cH:35][cH:36][c:37]1[CH2:38][N:6]1[CH:7]([C:29](=[O:30])[O:31][CH3:32])[CH:8]([n:11]2[c:12](=[O:28])[o:13][c:14](-[c:22]3[cH:23][cH:24][cH:25][cH:26][cH:27]3)[c:15]2-[c:16]2[cH:17][cH:18][cH:19][cH:20][cH:21]2)[C:9]1=[O:10].[K+:49].[K+:50].[Na+:56].[Na+:57].[P:51]([O-:52])([O-:53])([OH:54])=[O:55].[S:39]([O:40][O:41][S:42]([O-:43])(=[O:44])=[O:45])([O-:46])(=[O:47])=[O:48]>>[NH:6]1[CH:7]([C:29](=[O:30])[O:31][CH3:32])[CH:8]([n:11]2[c:12](=[O:28])[o:13][c:14](-[c:22]3[cH:23][cH:24][cH:25][cH:26][cH:27]3)[c:15]2-[c:16]2[cH:17][cH:18][cH:19][cH:20][cH:21]2)[C:9]1=[O:10]. The reactants are C(=O)N([C@H]([C@H](C(=O)OC1=C(C(=C(C(=C1F)F)F)F)F)CC1CCC(CC1)C1=CC=CC=C1)C)OC1OCCCC1 (pentafluorophenyl (2R,3S)-3-(formyl-2-tetrahydropyranyloxyamino)-2-(4-phenylcyclohexylmethyl)butanoate), S1C(=NC=C1)NC([C@H](C(C)(C)C)N)=O ((2S)-2-amino-3,3-dimethylbutanoic acid 1,3-thiazol-2-ylamide), C=1C=CC2=C(C1)N=NN2O (HOBt), TEA, CCOC(=O)C (EtOAc). Solvent: CN(C)C=O (DMF), hexanes. Conditions: temperature 41 celsius. Product: CC([C@@H](C(NC=1SC=CN1)=O)NC([C@@H]([C@H](C)N(OC1OCCCC1)C=O)CC1CCC(CC1)C1=CC=CC=C1)=O)(C)C ((2R,3S)-3-(formyltetrahydropyranyloxyamino)-2-(4-phenylcyclohexylmethyl)butanoic acid [(1S)-2,2-dimethyl-1-(1,3-thiazol-2-ylcarbamoyl)-1-propyl]amide). Isolated yield 45.5%. As a reaction SMILES: [CH:1]([N:3]([O:34][CH:35]1[CH2:40][CH2:39][CH2:38][CH2:37][O:36]1)[C@@H:4]([CH3:33])[C@@H:5]([CH2:20][CH:21]1[CH2:26][CH2:25][CH:24]([C:27]2[CH:32]=[CH:31][CH:30]=[CH:29][CH:28]=2)[CH2:23][CH2:22]1)[C:6](OC1C(F)=C(F)C(F)=C(F)C=1F)=[O:7])=[O:2].[S:41]1[CH:45]=[CH:44][N:43]=[C:42]1[NH:46][C:47](=[O:54])[C@@H:48]([NH2:53])[C:49]([CH3:52])([CH3:51])[CH3:50].C1C=CC2N(O)N=NC=2C=1.CCOC(C)=O>CN(C=O)C>[CH3:52][C:49]([CH3:51])([CH3:50])[C@H:48]([NH:53][C:6](=[O:7])[C@H:5]([CH2:20][CH:21]1[CH2:22][CH2:23][CH:24]([C:27]2[CH:28]=[CH:29][CH:30]=[CH:31][CH:32]=2)[CH2:25][CH2:26]1)[C@@H:4]([N:3]([CH:1]=[O:2])[O:34][CH:35]1[CH2:40][CH2:39][CH2:38][CH2:37][O:36]1)[CH3:33])[C:47](=[O:54])[NH:46][C:42]1[S:41][CH:45]=[CH:44][N:43]=1. Reported procedure: A mixture of pentafluorophenyl (2R,3S)-3-(formyl-2-tetrahydropyranyloxyamino)-2-(4-phenylcyclohexylmethyl)butanoate (0.25 g, 0.44 mmol), (2S)-2-amino-3,3-dimethylbutanoic acid 1,3-thiazol-2-ylamide (0.10 g, 0.49 mmol), HOBt (6.1 mg, 0.040 mmol) and TEA (0.07 g, 0.67 mmol) in DMF (3 mL) is heated at 41° C. for 18 h. The reaction mixture is poured into a mixture of hexanes (100 mL) and EtOAc (100 mL) and the resulting mixture is washed with water, 1 M aqueous sodium carbonate and water. The organi... As a reaction SMILES: [C:1](#[N:2])[CH2:3][P:4](=[O:5])([O:6][CH2:7][CH3:8])[O:9][CH2:10][CH3:11].[H-:12].[Na+:13].[O:14]1[CH2:15][CH2:16][C:17](=[O:24])[c:18]2[cH:19][cH:20][cH:21][cH:22][c:23]21.[O:25]1[CH2:26][CH2:27][CH2:28][CH2:29]1>>[C:1](#[N:2])[CH:3]=[C:17]1[CH2:16][CH2:15][O:14][c:23]2[c:18]1[cH:19][cH:20][cH:21][cH:22]2. The reactants are CCOP(=O)(CC#N)OCC, [H-], [Na+], O=C1CCOc2ccccc21, C1CCOC1. The product is N#CC=C1CCOc2ccccc21. Reactants: CCN=C=NCCCN(C)C, CN(C)C=O, [Cl-], Cl, O=C(O)c1cccc(C(F)(F)F)n1, Nc1cccc(Oc2ccc3nc(NC(=O)C4CC4)cn3n2)c1, [NH4+], On1nnc2ccccc21. Yields the product O=C(Nc1cccc(Oc2ccc3nc(NC(=O)C4CC4)cn3n2)c1)c1cccc(C(F)(F)F)n1. RXN SMILES: [CH3:38][N:39]([CH3:40])[CH2:41][CH2:42][CH2:43][N:44]=[C:45]=[N:46][CH2:47][CH3:48].[CH3:61][N:62]([CH3:63])[CH:64]=[O:65].[Cl-:59].[ClH:37].[F:24][C:25]([c:26]1[cH:27][cH:28][cH:29][c:30]([C:32](=[O:33])[OH:34])[n:31]1)([F:35])[F:36].[NH2:1][c:2]1[cH:3][c:4]([O:5][c:6]2[cH:7][cH:8][c:9]3[n:10]([n:11]2)[cH:12][c:13]([NH:15][C:16](=[O:17])[CH:18]2[CH2:19][CH2:20]2)[n:14]3)[cH:21][cH:22][cH:23]1.[NH4+:60].[OH:49][n:50]1[c:51]2[cH:52][cH:53][cH:54][cH:55][c:56]2[n:57][n:58]1>>[NH:1]([c:2]1[cH:3][c:4]([O:5][c:6]2[cH:7][cH:8][c:9]3[n:10]([n:11]2)[cH:12][c:13]([NH:15][C:16](=[O:17])[CH:18]2[CH2:19][CH2:20]2)[n:14]3)[cH:21][cH:22][cH:23]1)[C:32]([c:30]1[cH:29][cH:28][cH:27][c:26]([C:25]([F:24])([F:35])[F:36])[n:31]1)=[O:33]. Reactants: CCNCC, ClCCl, COc1ccc(N)c(CO)c1, O=S(Cl)Cl. The product is CCN(CC)Cc1cc(OC)ccc1N. RXN SMILES: [CH2:16]([CH3:17])[NH:18][CH2:19][CH3:20].[CH2:21]([Cl:22])[Cl:23].[NH2:1][c:2]1[c:3]([CH2:4][OH:5])[cH:6][c:7]([O:10][CH3:11])[cH:8][cH:9]1.[S:12]([Cl:13])([Cl:14])=[O:15]>>[NH2:1][c:2]1[c:3]([CH2:4][N:18]([CH2:16][CH3:17])[CH2:19][CH3:20])[cH:6][c:7]([O:10][CH3:11])[cH:8][cH:9]1. The reactants are ClCCl, NCCCCN, ClC(c1ccccc1)(c1ccccc1)c1ccccc1. The product is NCCCCNC(c1ccccc1)(c1ccccc1)c1ccccc1. RXN SMILES: [Cl:27][CH2:28][Cl:29].[NH2:21][CH2:22][CH2:23][CH2:24][CH2:25][NH2:26].[c:1]1([C:7]([c:8]2[cH:9][cH:10][cH:11][cH:12][cH:13]2)([c:14]2[cH:15][cH:16][cH:17][cH:18][cH:19]2)[Cl:20])[cH:2][cH:3][cH:4][cH:5][cH:6]1>>[c:1]1([C:7]([c:8]2[cH:9][cH:10][cH:11][cH:12][cH:13]2)([c:14]2[cH:15][cH:16][cH:17][cH:18][cH:19]2)[NH:21][CH2:22][CH2:23][CH2:24][CH2:25][NH2:26])[cH:2][cH:3][cH:4][cH:5][cH:6]1.